describe an organic reaction: reactants, conditions, products, and yield From a dataset of the Open Reaction Database (ORD), a public repository of structured organic reaction records. Reactants: CC(C)(C)OC(=O)N1CC=C(c2cc3c(Cl)ncnc3[nH]2)CC1, CCCCO, Nc1ccn(CCc2ccccc2)n1. Yields the product CC(C)(C)OC(=O)N1CC=C(c2cc3c(Nc4ccn(CCc5ccccc5)n4)ncnc3[nH]2)CC1. As a reaction SMILES: [C:1]([CH3:2])([CH3:3])([CH3:4])[O:5][C:6](=[O:7])[N:8]1[CH2:9][CH2:10][C:11]([c:14]2[cH:15][c:16]3[c:17]([n:18][cH:19][n:20][c:21]3[Cl:22])[nH:23]2)=[CH:12][CH2:13]1.[CH2:38]([OH:39])[CH2:40][CH2:41][CH3:42].[NH2:24][c:25]1[n:26][n:27]([CH2:30][CH2:31][c:32]2[cH:33][cH:34][cH:35][cH:36][cH:37]2)[cH:28][cH:29]1>>[C:1]([CH3:2])([CH3:3])([CH3:4])[O:5][C:6](=[O:7])[N:8]1[CH2:9][CH2:10][C:11]([c:14]2[cH:15][c:16]3[c:17]([n:18][cH:19][n:20][c:21]3[NH:24][c:25]3[n:26][n:27]([CH2:30][CH2:31][c:32]4[cH:33][cH:34][cH:35][cH:36][cH:37]4)[cH:28][cH:29]3)[nH:23]2)=[CH:12][CH2:13]1. The reactants are OC1=C(SC=C1)C(=O)OC (Methyl 3-hydroxythiophene-2-carboxylate), IC (iodomethane), methyl ester, CC(C(=O)[O-])S (methylthioglycolate), COC(C(=C)Cl)=O (methyl-2-chloroacrylate). The solvent is C[O-].[Na+] (sodium methoxide). Yields the product OC1=C(SC=C1)C(=O)OC (Methyl 3-hydroxythiophene-2-carboxylate), COC1=C(SC=C1)C(=O)O (3-methoxy-2-thiophenecarboxylic acid). As a reaction SMILES: [CH3:1]C(S)C([O-])=O.COC(=O)C(Cl)=C.[OH:14][C:15]1[CH:19]=[CH:18][S:17][C:16]=1[C:20]([O:22][CH3:23])=[O:21].IC>C[O-].[Na+]>[OH:14][C:15]1[CH:19]=[CH:18][S:17][C:16]=1[C:20]([O:22][CH3:23])=[O:21].[CH3:1][O:14][C:15]1[CH:19]=[CH:18][S:17][C:16]=1[C:20]([OH:22])=[O:21] |f:4.5|. Reported procedure: Methyl 3-aminothiophene-2-carboxylate was Boc-protected and the resulting ester was saponified to yield 3-[(tert-butoxy)carbonylamino]-2-thiophene-carboxylic acid (11). Methyl 3-hydroxythiophene-2-carboxylate (12) was prepared by cyclization of methylthioglycolate and methyl-2-chloroacrylate in methanolic sodium methoxide (Huddleston et al., Synth. Commun. 1979, 9, 731). Alkylation of (12) with iodomethane and subsequent hydrolysis of the methyl ester yielded 3-methoxy-2-thiophenecarboxylic acid... Reactants: C1CCOC1, CN(C)C=O, O=C(Cl)C(=O)Cl, O=C(O)c1cc2cc(OC(F)(F)F)ccc2[nH]1, N. Product: NC(=O)c1cc2cc(OC(F)(F)F)ccc2[nH]1. Reaction SMILES: [CH2:25]1[O:26][CH2:27][CH2:28][CH2:29]1.[CH:30]([N:31]([CH3:32])[CH3:33])=[O:34].[Cl:1][C:2]([C:3]([Cl:4])=[O:5])=[O:6].[F:7][C:8]([O:9][c:10]1[cH:11][c:12]2[cH:13][c:14]([C:19](=[O:20])[OH:21])[nH:15][c:16]2[cH:17][cH:18]1)([F:22])[F:23].[NH3:24]>>[F:7][C:8]([O:9][c:10]1[cH:11][c:12]2[cH:13][c:14]([C:19](=[O:20])[NH2:24])[nH:15][c:16]2[cH:17][cH:18]1)([F:22])[F:23].